From a dataset of the Open Reaction Database (ORD), a public repository of structured organic reaction records. describe an organic reaction: reactants, conditions, products, and yield Reactants: COC(=O)c1ccc(-c2nnc(CN3C(=O)c4ccccc4C3=O)o2)cc1, CN1CCCC1=O, Cl, [F-], [K+], Sc1ccccc1. The product is O=C(O)c1ccc(-c2nnc(CN3C(=O)c4ccccc4C3=O)o2)cc1. Reaction SMILES: [CH3:1][O:2][C:3]([c:4]1[cH:5][cH:6][c:7](-[c:10]2[o:11][c:12]([CH2:15][N:16]3[C:17](=[O:26])[c:18]4[cH:19][cH:20][cH:21][cH:22][c:23]4[C:24]3=[O:25])[n:13][n:14]2)[cH:8][cH:9]1)=[O:27].[CH3:37][N:38]1[CH2:39][CH2:40][CH2:41][C:42]1=[O:43].[ClH:44].[F-:35].[K+:36].[SH:28][c:29]1[cH:30][cH:31][cH:32][cH:33][cH:34]1>>[O:2]=[C:3]([c:4]1[cH:5][cH:6][c:7](-[c:10]2[o:11][c:12]([CH2:15][N:16]3[C:17](=[O:26])[c:18]4[cH:19][cH:20][cH:21][cH:22][c:23]4[C:24]3=[O:25])[n:13][n:14]2)[cH:8][cH:9]1)[OH:27]. Starting materials: ClC1=NC=NC(=C1)Cl (4,6-dichloropyrimidine), CC(C)(C)N (2-methylpropan-2-amine), CCN(C(C)C)C(C)C (DIPEA). Run in CC(C)O (i-PrOH). Conditions: time 8 hour. The product is C(C)(C)(C)NC1=NC=NC(=C1)Cl (N-tert-butyl-6-chloropyrimidin-4-amine). As a reaction SMILES: Cl[C:2]1[CH:7]=[C:6]([Cl:8])[N:5]=[CH:4][N:3]=1.[CH3:9][C:10]([NH2:13])([CH3:12])[CH3:11].CCN(C(C)C)C(C)C>CC(O)C>[C:10]([NH:13][C:2]1[CH:7]=[C:6]([Cl:8])[N:5]=[CH:4][N:3]=1)([CH3:12])([CH3:11])[CH3:9]. Procedure: 251 mg of 4,6-dichloropyrimidine, 123 mg of 2-methylpropan-2-amine and 260 mg of DIPEA were dissolved in 2.5 mL of i-PrOH and charged into a screw cap vial and the vial obtained was kept overnight in a heating block at 90° C. The reaction was monitored by TLC and was completed after 12 hours. The mixture obtained was cooled to r.t., solvent was evaporated and pure N-tert-butyl-6-chloropyrimidin-4-amine was obtained by column chromatography using PE:EtOAc 10:1. The reactants are Cl.CN1CCC(CC1)(C(=O)O)CC(=O)O ((1-methyl-4-carboxypiperidin-4-yl)acetic acid.hydrochloride), C1(CCCCC1)N=C=NC1CCCCC1 (dicyclohexylcarbodiimide), CNN (methylhydrazine). Run in CN(C=O)C (dimethylformamide). Run at time 1 hour. The product is Cl.CN1CCC2(CC(N(C2=O)NC)=O)CC1 (8-Methyl-2-methylamino-2,8-diazaspiro[4,5]decane-1,3-dione.hydrochloride). Reaction SMILES: [ClH:1].[CH3:2][N:3]1[CH2:8][CH2:7][C:6]([CH2:12][C:13]([OH:15])=O)([C:9](O)=[O:10])[CH2:5][CH2:4]1.C1(N=C=NC2CCCCC2)CCCCC1.[CH3:31][NH:32][NH2:33]>CN(C)C=O>[ClH:1].[CH3:2][N:3]1[CH2:8][CH2:7][C:6]2([C:9](=[O:10])[N:33]([NH:32][CH3:31])[C:13](=[O:15])[CH2:12]2)[CH2:5][CH2:4]1 |f:0.1,5.6|. Procedure details: In dimethylformamide (30 ml) was dissolved (1-methyl-4-carboxypiperidin-4-yl)acetic acid.hydrochloride (1.9g). To the solution was added dicyclohexylcarbodiimide (1.82 g), and the mixture was stirred for one hour, to which was added methylhydrazine (0.43 ml). The mixture was stirred at 60° C. for one full day. Precipitates were removed, and the solvent was evaporated off under reduced pressure. The residual oily product was subjected to a silica gel column chromatography [eluent; n-butanol:aceti...